Dataset: the Open Reaction Database (ORD), a public repository of structured organic reaction records. Task: describe an organic reaction: reactants, conditions, products, and yield Reactants: BrC(Br)(Br)Br (tetrabromomethane), C1(=CC=CC=C1)P(C1=CC=CC=C1)C1=CC=CC=C1 (triphenylphosphine), OCCC1=CC=C(C(=O)OC(C)(C)C)C=C1 (tert-butyl 4-(2-hydroxyethyl)benzoate). The solvent is C1CCOC1 (THF), O=O (oxygen), C1CCOC1 (THF). Conditions: time 30 minute. Yields the product BrCCC1=CC=C(C(=O)OC(C)(C)C)C=C1 (tert-Butyl 4-(2-bromoethyl)benzoate). The yield is 95.1%. Reaction SMILES: Br[C:2]([Br:5])(Br)Br.C1(P(C2C=CC=CC=2)C2C=CC=CC=2)C=CC=CC=1.OC[CH2:27][C:28]1[CH:40]=[CH:39][C:31]([C:32]([O:34][C:35]([CH3:38])([CH3:37])[CH3:36])=[O:33])=[CH:30][CH:29]=1>C1COCC1.O=O>[Br:5][CH2:2][CH2:27][C:28]1[CH:40]=[CH:39][C:31]([C:32]([O:34][C:35]([CH3:36])([CH3:38])[CH3:37])=[O:33])=[CH:30][CH:29]=1. Procedure: 7.16 g (21.59 mmol) of tetrabromomethane and 5.66 g (21.59 mmol) of triphenylphosphine are dissolved in 70 ml of THF with exclusion of oxygen and stirred at room temperature for 30 minutes. Then 3.2 g (14.4 mmol) of tert-butyl 4-(2-hydroxyethyl)benzoate, dissolved in 30 ml of THF, are added dropwise, and the reaction mixture is stirred at room temperature for 12 hours. After conversion is complete, the mixture is evaporated to dryness and the resulting residue is purified by flash chromatography... Reactants: OC1=CC=C(C=C1)S (4-hydroxythiophenol), ClC=1C=CC(=C(C1)N(C(OC(C)(C)C)=O)C)[N+](=O)[O-] (t-butyl N-(5-chloro-2-nitrophenyl)-N-methylcarbamate), [H-].[Na+] (sodium hydride). The solvent is CN(C=O)C (N,N-dimethylformamide). Product: OC1=CC=C(C=C1)SC=1C=CC(=C(C1)N(C(OC(C)(C)C)=O)C)[N+](=O)[O-] (t-Butyl N-[5-(4-hydroxyphenylthio)-2-nitrophenyl]N-methylcarbamate). The yield is 76.1%. Reaction SMILES: [OH:1][C:2]1[CH:7]=[CH:6][C:5]([SH:8])=[CH:4][CH:3]=1.Cl[C:10]1[CH:11]=[CH:12][C:13]([N+:25]([O-:27])=[O:26])=[C:14]([N:16]([CH3:24])[C:17](=[O:23])[O:18][C:19]([CH3:22])([CH3:21])[CH3:20])[CH:15]=1.[H-].[Na+]>CN(C)C=O>[OH:1][C:2]1[CH:7]=[CH:6][C:5]([S:8][C:10]2[CH:11]=[CH:12][C:13]([N+:25]([O-:27])=[O:26])=[C:14]([N:16]([CH3:24])[C:17](=[O:23])[O:18][C:19]([CH3:20])([CH3:21])[CH3:22])[CH:15]=2)=[CH:4][CH:3]=1 |f:2.3|. Procedure: In a similar manner to that described in Reference Example 6, a reaction was carried out using 4-hydroxythiophenol (1.26 g), t-butyl N-(5-chloro-2-nitrophenyl)-N-methylcarbamate (2.87 g), sodium hydride (55 wt. %, 0.87 g) and anhydrous N,N-dimethylformamide (20 ml) and the reaction mixture was purified to give the title compound (2.86 g). Starting materials: [H-].[H-].[H-].[H-].[Li+].[Al+3] (LiAlH4), OCC1=CC(=C(C(=C1)C)CCC(=O)O)C (3-(4-hydroxymethyl-2,6-dimethyl-phenyl)-propionic acid), [H-].[H-].[H-].[H-].[Li+].[Al+3] (LiAlH4). Solvent: C1CCOC1 (THF), C1CCOC1 (THF), C1CCOC1 (THF). Product: OCC1=CC(=C(C(=C1)C)CCCO)C (3-(4-hydroxymethyl-2,6-dimethyl-phenyl)-propan-1-ol). Yield: 98.7%. Reaction SMILES: [H-].[H-].[H-].[H-].[Li+].[Al+3].[OH:7][CH2:8][C:9]1[CH:14]=[C:13]([CH3:15])[C:12]([CH2:16][CH2:17][C:18](O)=[O:19])=[C:11]([CH3:21])[CH:10]=1>C1COCC1>[OH:7][CH2:8][C:9]1[CH:14]=[C:13]([CH3:15])[C:12]([CH2:16][CH2:17][CH2:18][OH:19])=[C:11]([CH3:21])[CH:10]=1 |f:0.1.2.3.4.5|. Procedure details: To a suspension of LiAlH4 (219 mg, 5.76 mmol) in THF (35 mL), a solution of 3-(4-hydroxymethyl-2,6-dimethyl-phenyl)-propionic acid (1.0 g, 4.80 mmol, intermediate from Aldehyde 4) in THF (10 mL) is added dropwise. Upon complete addition the suspension is refluxed for 2 h. The suspension is diluted with THF (10 mL) and another portion of LiAlH4 (182 mg, 4.80 mmol) is added. The mixture is refluxed for further two hours, then cooled with an ice-bath. The reaction is carefully quenched by adding sa... Starting materials: propane-1-sulfonic acid [3-(5-chloro-1H-pyrrolo[2,3-b]pyridine-3-carbonyl)-2-fluoro-phenyl]-amide P-1013, BrC=1C=C2C=NNC2=CC1 (5-bromo-azaindole), N1C=CC2=CC=CN=C12 (7-azaindole), FC1=C(C=CC=C1C(=O)C1=CNC2=NC=CC=C21)NS(=O)(=O)CCC (propane-1-sulfonic acid [2-fluoro-3-(1H-pyrrolo[2,3-b]pyridine-3-carbonyl)-phenyl]-amide), ClC=1C=C2C=CNC2=NC1 (5-chloro-7-azaindole), FC=1C=C2C=CNC2=NC1 (5-fluoro-7-azaindole), FC1=C(C=CC=C1C(=O)C1=CNC2=NC=C(C=C21)F)NS(=O)(=O)CCC (propane-1-sulfonic acid [2-fluoro-3-(5-fluoro-1H-pyrrolo[2,3-b]pyridine-3-carbonyl)-phenyl]-amide). Yields the product BrC=1C=C2C(=NC1)NC=C2C(=O)C=2C(=C(C=CC2)NS(=O)(=O)CCC)F (Propane-1-sulfonic acid [3-(5-bromo-1H-pyrrolo[2,3-b]pyridine-3-carbonyl)-2-fluoro-phenyl]-amide). As a reaction SMILES: [Br:1]C1C=C2C(=CC=1)NN=C2.ClC1C=C2C(=NC=1)NC=C2.FC1C=C2C(=NC=1)NC=C2.N1C2C(=CC=CN=2)C=C1.[F:40][C:41]1[C:46]([C:47]([C:49]2[C:57]3[C:52](=[N:53][CH:54]=[C:55](F)[CH:56]=3)[NH:51][CH:50]=2)=[O:48])=[CH:45][CH:44]=[CH:43][C:42]=1[NH:59][S:60]([CH2:63][CH2:64][CH3:65])(=[O:62])=[O:61].FC1C(C(C2C3C(=NC=CC=3)NC=2)=O)=CC=CC=1NS(CCC)(=O)=O>>[Br:1][C:55]1[CH:56]=[C:57]2[C:49]([C:47]([C:46]3[C:41]([F:40])=[C:42]([NH:59][S:60]([CH2:63][CH2:64][CH3:65])(=[O:62])=[O:61])[CH:43]=[CH:44][CH:45]=3)=[O:48])=[CH:50][NH:51][C:52]2=[N:53][CH:54]=1. Procedure: Using the protocol of Scheme 14, substituting 5-bromo-azaindole with either 5-chloro-7-azaindole (80, prepared as described in Example 9), 5-fluoro-7-azaindole (81, prepared as described in Example 9) or 7-azaindole in Step 6, propane-1-sulfonic acid [3-(5-chloro-1H-pyrrolo[2,3-b]pyridine-3-carbonyl)-2-fluoro-phenyl]-amide P-1013 (MS (ESI) [M−H+]−=394.1), propane-1-sulfonic acid [2-fluoro-3-(5-fluoro-1H-pyrrolo[2,3-b]pyridine-3-carbonyl)-phenyl]-amide P-1028 (MS (ESI) [M−H+]−=378.1), and propane...